Dataset: the Open Reaction Database (ORD), a public repository of structured organic reaction records. Task: describe an organic reaction: reactants, conditions, products, and yield The reactants are ClC1=CC=C(C=C1)C1N=C(N(C1C1=CC=C(C=C1)Cl)C(=O)Cl)C=1C(=NC=CC1)OCC (4,5-Bis-(4-chloro-phenyl)-2-(2-ethoxy-pyridin-3-yl)-4,5-dihydro-imidazole-1-carbonyl chloride), Cl.Cl.CS(=O)(=O)CCN1CCNCC1 (1-(2-methanesulfonylethyl)piperazine dihydrochloride). The product is ClC1=CC=C(C=C1)[C@@H]1N=C(N([C@@H]1C1=CC=C(C=C1)Cl)C(=O)N1CCN(CC1)CCS(=O)(=O)C)C=1C(=NC=CC1)OCC (cis-[4,5-bis-(4-chloro-phenyl)-2-(2-ethoxy-pyridin-3-yl)-4,5-dihydro-imidazol-1-yl]-[4-(2-methanesulfonyl-ethyl)-piperazin-1-yl]-methanone). Reaction SMILES: [Cl:1][C:2]1[CH:7]=[CH:6][C:5]([CH:8]2[CH:12]([C:13]3[CH:18]=[CH:17][C:16]([Cl:19])=[CH:15][CH:14]=3)[N:11]([C:20](Cl)=[O:21])[C:10]([C:23]3[C:24]([O:29][CH2:30][CH3:31])=[N:25][CH:26]=[CH:27][CH:28]=3)=[N:9]2)=[CH:4][CH:3]=1.Cl.Cl.[CH3:34][S:35]([CH2:38][CH2:39][N:40]1[CH2:45][CH2:44][NH:43][CH2:42][CH2:41]1)(=[O:37])=[O:36]>>[Cl:1][C:2]1[CH:7]=[CH:6][C:5]([C@H:8]2[C@@H:12]([C:13]3[CH:14]=[CH:15][C:16]([Cl:19])=[CH:17][CH:18]=3)[N:11]([C:20]([N:43]3[CH2:42][CH2:41][N:40]([CH2:39][CH2:38][S:35]([CH3:34])(=[O:36])=[O:37])[CH2:45][CH2:44]3)=[O:21])[C:10]([C:23]3[C:24]([O:29][CH2:30][CH3:31])=[N:25][CH:26]=[CH:27][CH:28]=3)=[N:9]2)=[CH:4][CH:3]=1 |f:1.2.3|. Procedure details: 4,5-Bis-(4-chloro-phenyl)-2-(2-ethoxy-pyridin-3-yl)-4,5-dihydro-imidazole-1-carbonyl chloride (example 1) was reacted with 1-(2-methanesulfonylethyl)piperazine dihydrochloride to give cis-[4,5-bis-(4-chloro-phenyl)-2-(2-ethoxy-pyridin-3-yl)-4,5-dihydro-imidazol-1-yl]-[4-(2-methanesulfonyl-ethyl)-piperazin-1-yl]-methanone in an analogous manner as described in example 1. HR-MS (ES, m/z) calculated for C30H34N5O4SCl2 [(M+H)+] 630.1703, observed 603.1705.